The task is: describe an organic reaction: reactants, conditions, products, and yield. This data is from the Open Reaction Database (ORD), a public repository of structured organic reaction records. The reactants are C(C)(C)(C)OC(=O)N[C@@H]1CC[C@H](CC1)OC1=C2C(=CN=CC2=CC=C1)CC (trans-N-(tert-butoxycarbonyl)-4-[(4-ethyl-5-isoquinolyl)oxy]cyclohexylamine), Cl.CO (hydrogen chloride methanol). The product is Cl.C(C)C1=CN=CC2=CC=CC(=C12)O[C@@H]1CC[C@H](CC1)N (trans-4-[(4-ethyl-5-isoquinolyl)oxy]cyclohexylamine hydrochloride). RXN SMILES: C(OC([NH:8][C@H:9]1[CH2:14][CH2:13][C@H:12]([O:15][C:16]2[CH:25]=[CH:24][CH:23]=[C:22]3[C:17]=2[C:18]([CH2:26][CH3:27])=[CH:19][N:20]=[CH:21]3)[CH2:11][CH2:10]1)=O)(C)(C)C.[ClH:28].CO>>[ClH:28].[CH2:26]([C:18]1[C:17]2[C:22](=[CH:23][CH:24]=[CH:25][C:16]=2[O:15][C@H:12]2[CH2:13][CH2:14][C@H:9]([NH2:8])[CH2:10][CH2:11]2)[CH:21]=[N:20][CH:19]=1)[CH3:27] |f:1.2,3.4|. Procedure: According to the method of Example 1, Step C, deprotection was performed (room temperature, 2 hours) by using Intermediate 126 (41.1 mg) and 10% hydrogen chloride/methanol solution (2 ml). The solvent was evaporated under reduced pressure, and the residue was added with methanol (0.5 ml) and diethyl ether (1.5 ml). The deposited precipitates were collected by filtration and washed with diethyl ether to obtain the title compound (32.7 mg). The reactants are CCO, O=CNc1nc(C(=O)C(=O)O)cs1, NOCC(=O)Nc1cc(Cl)ccc1O. The product is O=CNc1nc(C(=NOCC(=O)Nc2cc(Cl)ccc2O)C(=O)O)cs1. As a reaction SMILES: [CH3:28][CH2:29][OH:30].[CH:1](=[O:2])[NH:3][c:4]1[s:5][cH:6][c:7]([C:9]([C:10](=[O:11])[OH:12])=[O:13])[n:8]1.[OH:14][c:15]1[c:16]([NH:22][C:23]([CH2:24][O:25][NH2:26])=[O:27])[cH:17][c:18]([Cl:21])[cH:19][cH:20]1>>[CH:1](=[O:2])[NH:3][c:4]1[s:5][cH:6][c:7]([C:9]([C:10](=[O:11])[OH:12])=[N:26][O:25][CH2:24][C:23]([NH:22][c:16]2[c:15]([OH:14])[cH:20][cH:19][c:18]([Cl:21])[cH:17]2)=[O:27])[n:8]1. Reactants: Br, CC(=O)c1cccc2c(Br)cc(Br)cc12, CC(=O)O, O=C1Nc2cccc3cccc1c23. Yields the product O=C1Nc2c(Br)cc(Br)c3cccc1c23. As a reaction SMILES: [Br:29].[C:1]([CH3:2])(=[O:3])[c:4]1[cH:5][cH:6][cH:7][c:8]2[c:9]([Br:15])[cH:10][c:11]([Br:14])[cH:12][c:13]12.[CH3:30][C:31](=[O:32])[OH:33].[NH:16]1[c:17]2[c:18]3[c:19]([cH:20][cH:21][cH:22][c:23]3[C:24]1=[O:25])[cH:26][cH:27][cH:28]2>>[C:1]1(=[O:3])[c:4]2[cH:5][cH:6][cH:7][c:8]3[c:9]([Br:15])[cH:10][c:11]([Br:14])[c:12]([c:13]23)[NH:16]1.